Task: describe an organic reaction: reactants, conditions, products, and yield. Dataset: the Open Reaction Database (ORD), a public repository of structured organic reaction records The reactants are 13B, C[C@@H]1CCC2C[C@@H](/C(=C/C=C/C=C/[C@H](C[C@H](C(=O)[C@@H]([C@@H](/C(=C/[C@H](C(=O)C[C@H](OC(=O)[C@@H]3CCCCN3C(=O)C(=O)[C@@]1(O2)O)[C@H](C)C[C@@H]4CC[C@@H]([C@@H](C4)OC)N5C=NN=N5)C)/C)O)OC)C)C)/C)OC (ABT-578), 13A, C1(=CC=CC=C1)C (toluene). Run in CO (methanol). Yields the product C[C@@H]1CCC2C[C@@H](/C(=C/C=C/C=C/[C@H](C[C@H](C(=O)[C@@H]([C@@H](/C(=C/[C@H](C(=O)C[C@H](OC(=O)[C@@H]3CCCCN3C(=O)C(=O)[C@@]1(O2)O)[C@H](C)C[C@@H]4CC[C@@H]([C@@H](C4)OC)N5C=NN=N5)C)/C)O)OC)C)C)/C)OC.CO (ABT-578 methanol). RXN SMILES: [CH3:1][C@H:2]1[C@@:41]2([OH:43])[O:42][CH:5]([CH2:6][C@H:7]([O:68][CH3:69])[C:8]([CH3:67])=[CH:9][CH:10]=[CH:11][CH:12]=[CH:13][C@@H:14]([CH3:66])[CH2:15][C@@H:16]([CH3:65])[C:17]([C@H:19]([O:63][CH3:64])[C@H:20]([OH:62])[C:21]([CH3:61])=[CH:22][C@@H:23]([CH3:60])[C:24]([CH2:26][C@@H:27]([C@@H:44]([CH2:46][C@H:47]3[CH2:52][C@@H:51]([O:53][CH3:54])[C@@H:50]([N:55]4[N:59]=[N:58][N:57]=[CH:56]4)[CH2:49][CH2:48]3)[CH3:45])[O:28][C:29]([C@H:31]3[N:36]([C:37]([C:39]2=[O:40])=[O:38])[CH2:35][CH2:34][CH2:33][CH2:32]3)=[O:30])=[O:25])=[O:18])[CH2:4][CH2:3]1.C1(C)C=CC=CC=1>CO>[CH3:1][C@H:2]1[C@@:41]2([OH:43])[O:42][CH:5]([CH2:6][C@H:7]([O:68][CH3:69])[C:8]([CH3:67])=[CH:9][CH:10]=[CH:11][CH:12]=[CH:13][C@@H:14]([CH3:66])[CH2:15][C@@H:16]([CH3:65])[C:17]([C@H:19]([O:63][CH3:64])[C@H:20]([OH:62])[C:21]([CH3:61])=[CH:22][C@@H:23]([CH3:60])[C:24]([CH2:26][C@@H:27]([C@@H:44]([CH2:46][C@H:47]3[CH2:52][C@@H:51]([O:53][CH3:54])[C@@H:50]([N:55]4[N:59]=[N:58][N:57]=[CH:56]4)[CH2:49][CH2:48]3)[CH3:45])[O:28][C:29]([C@H:31]3[N:36]([C:37]([C:39]2=[O:40])=[O:38])[CH2:35][CH2:34][CH2:33][CH2:32]3)=[O:30])=[O:25])=[O:18])[CH2:4][CH2:3]1.[CH3:17][OH:18] |f:3.4|. Reported procedure: Crystals of ABT-578 methanol solvate were prepared by dissolving 93 mg of amorphous ABT-578 in 200 uL of methanol at ambient temperature and storing at −12 degrees Celsius for 30 hours before seeded with a trace amount of toluene solvate crystals. Crystalline solids formed after seeding by further incubation at −12 degrees Celsius. FIGS. 13A and 13B show the X-ray powder diffraction patterns of the solvate crystals and the desolvated solvate, respectively. The desolvated crystals were obtained b... The reactants are CCCCO, CCOC(=O)N1CCC2(CC1)C(=O)N(C)CN2c1ccc(F)cc1, [Na+], [OH-]. The product is CN1CN(c2ccc(F)cc2)C2(CCNCC2)C1=O. Reaction SMILES: [CH2:27]([OH:28])[CH2:29][CH2:30][CH3:31].[F:1][c:2]1[cH:3][cH:4][c:5]([N:8]2[CH2:9][N:10]([CH3:24])[C:11](=[O:23])[C:12]23[CH2:13][CH2:14][N:15]([C:18]([O:19][CH2:20][CH3:21])=[O:22])[CH2:16][CH2:17]3)[cH:6][cH:7]1.[Na+:26].[OH-:25]>>[F:1][c:2]1[cH:3][cH:4][c:5]([N:8]2[CH2:9][N:10]([CH3:24])[C:11](=[O:23])[C:12]23[CH2:13][CH2:14][NH:15][CH2:16][CH2:17]3)[cH:6][cH:7]1. Product: CCOC(=O)c1ccc(N2CCCC2)cc1. Starting materials: BrCCCCBr, CCOC(=O)c1ccc(N)cc1, CCN(C(C)C)C(C)C, O, c1ccccc1. As a reaction SMILES: [Br:13][CH2:14][CH2:15][CH2:16][CH2:17][Br:18].[CH3:1][CH2:2][O:3][C:4](=[O:5])[c:6]1[cH:7][cH:8][c:9]([NH2:10])[cH:11][cH:12]1.[CH:19]([N:20]([CH:21]([CH3:22])[CH3:23])[CH2:24][CH3:25])([CH3:26])[CH3:27].[OH2:34].[cH:28]1[cH:29][cH:30][cH:31][cH:32][cH:33]1>>[CH3:1][CH2:2][O:3][C:4](=[O:5])[c:6]1[cH:7][cH:8][c:9]([N:10]2[CH2:14][CH2:15][CH2:16][CH2:17]2)[cH:11][cH:12]1.